The task is: describe an organic reaction: reactants, conditions, products, and yield. This data is from the Open Reaction Database (ORD), a public repository of structured organic reaction records. Conditions: time 8 hour. The reactants are CC1NC(CCC1)C.ClC(C(=O)O)CC1=C(C=CC=C1)N ((+)-α-Chloro-2-aminobenzenepropanoic acid 2,6-dimethylpiperidine salt), [OH-].[Na+] (sodium hydroxide), Cl (hydrochloric acid). The solvent is CN(C)C=O (DMF). As a reaction SMILES: CC1CCCC(C)N1.Cl[CH:10]([CH2:14][C:15]1[CH:20]=[CH:19][CH:18]=[CH:17][C:16]=1[NH2:21])[C:11]([OH:13])=[O:12].[OH-].[Na+].Cl>CN(C=O)C>[NH:21]1[C:16]2[C:15](=[CH:20][CH:19]=[CH:18][CH:17]=2)[CH2:14][C@H:10]1[C:11]([OH:13])=[O:12] |f:0.1,2.3|. The yield is 74.0%. Procedure details: (+)-α-Chloro-2-aminobenzenepropanoic acid 2,6-dimethylpiperidine salt (1.25 g., 4.00 mmol) was added to magnetically stirred N sodium hydroxide (4 ml.) under nitrogen. The solution was stirred under nitrogen overnight at room temperature. The pH was adjusted to a value between 2 and 3 (pH paper) with conc. hydrochloric acid while cooling in ice. The crystalline precipitate was collected and washed with several aliquots of ice cold water. The product was dried briefly under vacuum over phosphorus... Yields the product N1[C@@H](CC2=CC=CC=C12)C(=O)O ((S)-(+)-2,3-Dihydro-1H-Indole-2-Carboxylic Acid). The reactants are C(C1=CC=CC=C1)OC(=O)N[C@@H]1[C@@H](CN(CC1)C1=CC(=NC(=C1)C)C(=O)OC)OC (Methyl cis(±)-4-(4-{[(benzyloxy)carbonyl]amino}-3-methoxypiperidin-1-yl)-6-methylpyridine-2-carboxylate). The reagents and catalysts are [C].[Pd] (palladium-carbon). Product: N[C@@H]1[C@@H](CN(CC1)C1=CC(=NC(=C1)C)C(=O)OC)OC (Methyl cis(±)-4-(4-amino-3-methoxypiperidin-1-yl)-6-methylpyridine-2-carboxylate). Yield: 100.5%. RXN SMILES: C(OC([NH:11][C@H:12]1[CH2:17][CH2:16][N:15]([C:18]2[CH:23]=[C:22]([CH3:24])[N:21]=[C:20]([C:25]([O:27][CH3:28])=[O:26])[CH:19]=2)[CH2:14][C@H:13]1[O:29][CH3:30])=O)C1C=CC=CC=1>[C].[Pd]>[NH2:11][C@H:12]1[CH2:17][CH2:16][N:15]([C:18]2[CH:23]=[C:22]([CH3:24])[N:21]=[C:20]([C:25]([O:27][CH3:28])=[O:26])[CH:19]=2)[CH2:14][C@H:13]1[O:29][CH3:30] |f:1.2|. Reported procedure: The same operation as in Example (160c) was performed using methyl cis(±)-4-(4-{[benzyloxy)carbonyl]amino}-3-methoxypiperidin-1-yl)-6-methylpyridine-2-carboxylate obtained in Example (168a) (190 mg) and a 10% palladium-carbon catalyst (200 mg), to obtain 129 mg of the title compound as a colorless oily substance. The resulting compound was used for the next reaction without purification. The reactants are CN(C)C=O, O=C(Nc1cc(F)cc(F)c1)c1ccccn1, [H-], CI, [Na+], O. Yields the product CN(C(=O)c1ccccn1)c1cc(F)cc(F)c1. Reaction SMILES: [CH3:23][N:24]([CH3:25])[CH:26]=[O:27].[F:3][c:4]1[cH:5][c:6]([NH:11][C:12](=[O:13])[c:14]2[n:15][cH:16][cH:17][cH:18][cH:19]2)[cH:7][c:8]([F:10])[cH:9]1.[H-:1].[I:20][CH3:21].[Na+:2].[OH2:22]>>[F:3][c:4]1[cH:5][c:6]([N:11]([C:12](=[O:13])[c:14]2[n:15][cH:16][cH:17][cH:18][cH:19]2)[CH3:21])[cH:7][c:8]([F:10])[cH:9]1. The reactants are C1(=C(C=CC=C1)C(CCCC(=O)OC)N)C1=CC=CC=C1 (methyl 5-([1,1′-biphenyl]-2-yl)-5-aminopentanoate), C1(=CC(=CC=C1)C=O)C1=CC=CC=C1 ([1,1′-biphenyl]-3-carbaldehyde). Yields the product C1(=C(C=CC=C1)C1CCCC(N1CC=1C=C(C=CC1)C1=CC=CC=C1)=O)C1=CC=CC=C1 (6-([1,1′-biphenyl]-2-yl)-1-([1,1′-biphenyl]-3-ylmethyl)piperidin-2-one). RXN SMILES: [C:1]1([C:16]2[CH:21]=[CH:20][CH:19]=[CH:18][CH:17]=2)[CH:6]=[CH:5][CH:4]=[CH:3][C:2]=1[CH:7]([NH2:15])[CH2:8][CH2:9][CH2:10][C:11](OC)=[O:12].[C:22]1([C:30]2[CH:35]=[CH:34][CH:33]=[CH:32][CH:31]=2)[CH:27]=[CH:26][CH:25]=[C:24]([CH:28]=O)[CH:23]=1>>[C:1]1([C:16]2[CH:21]=[CH:20][CH:19]=[CH:18][CH:17]=2)[CH:6]=[CH:5][CH:4]=[CH:3][C:2]=1[CH:7]1[N:15]([CH2:28][C:24]2[CH:23]=[C:22]([C:30]3[CH:35]=[CH:34][CH:33]=[CH:32][CH:31]=3)[CH:27]=[CH:26][CH:25]=2)[C:11](=[O:12])[CH2:10][CH2:9][CH2:8]1. Procedure: Prepared according to the described general procedure 1 (GP1) by reaction of methyl 5-([1,1′-biphenyl]-2-yl)-5-aminopentanoate with commercially available [1,1′-biphenyl]-3-carbaldehyde. Subsequent purification by preparative HPLC afforded the target compound. LC-MS (conditions A): tR=1.03 min.; [M+H]+: 417.81 g/mol. Reactants: CCOC(=O)N1CCNCC1, ClC(Cl)Cl, COc1ccc2c(c1)Sc1ccc(SC)cc1C(Cl)C2. Product: CCOC(=O)N1CCN(C2Cc3ccc(OC)cc3Sc3ccc(SC)cc32)CC1. RXN SMILES: [C:21](=[O:22])([O:23][CH2:24][CH3:25])[N:26]1[CH2:27][CH2:28][NH:29][CH2:30][CH2:31]1.[CH:32]([Cl:33])([Cl:34])[Cl:35].[Cl:1][CH:2]1[CH2:3][c:4]2[c:5]([cH:15][c:16]([O:19][CH3:20])[cH:17][cH:18]2)[S:6][c:7]2[c:8]1[cH:9][c:10]([S:13][CH3:14])[cH:11][cH:12]2>>[CH:2]1([N:29]2[CH2:28][CH2:27][N:26]([C:21](=[O:22])[O:23][CH2:24][CH3:25])[CH2:31][CH2:30]2)[CH2:3][c:4]2[c:5]([cH:15][c:16]([O:19][CH3:20])[cH:17][cH:18]2)[S:6][c:7]2[c:8]1[cH:9][c:10]([S:13][CH3:14])[cH:11][cH:12]2. The reactants are Cc1ccccc1, CN=C(SC)SC, C[N+](=O)[O-]. Product: CNC(=C[N+](=O)[O-])SC. As a reaction SMILES: [CH3:12][c:13]1[cH:14][cH:15][cH:16][cH:17][cH:18]1.[CH3:5][S:6][C:7](=[N:8][CH3:9])[S:10][CH3:11].[N+:1](=[O:2])([O-:3])[CH3:4]>>[N+:1](=[O:2])([O-:3])[CH:4]=[C:7]([S:6][CH3:5])[NH:8][CH3:9]. Reactants: C(CC#N)#N (malononitrile), C([O-])([O-])=O.[K+].[K+] (potassium carbonate), BrCC(=O)C1=C(C=C(C=C1)OC)OC (2-bromo-2′,4′-dimethoxy-acetophenone), crude product, C(C)OC1=CC=C(C=C1)N=C=S (4-ethoxyphenyl isothiocyanate), crude product. Run in CN(C=O)C (dimethylformamide). Reaction conditions: time 15 minute. Yields the product NC=1C(=C(SC1C(C1=C(C=C(C=C1)OC)OC)=O)NC1=CC=C(C=C1)OCC)C#N (4-amino-5-(2,4-dimethoxybenzoyl)-2-[(4-ethoxyphenyl)amino]thiophene-3-carbonitrile). The yield is 85.2%. Reaction SMILES: [C:1](#[N:5])[CH2:2][C:3]#[N:4].C(=O)([O-])[O-].[K+].[K+].[CH2:12]([O:14][C:15]1[CH:20]=[CH:19][C:18]([N:21]=[C:22]=[S:23])=[CH:17][CH:16]=1)[CH3:13].Br[CH2:25][C:26]([C:28]1[CH:33]=[CH:32][C:31]([O:34][CH3:35])=[CH:30][C:29]=1[O:36][CH3:37])=[O:27]>CN(C)C=O>[NH2:4][C:3]1[C:2]([C:1]#[N:5])=[C:22]([NH:21][C:18]2[CH:19]=[CH:20][C:15]([O:14][CH2:12][CH3:13])=[CH:16][CH:17]=2)[S:23][C:25]=1[C:26](=[O:27])[C:28]1[CH:33]=[CH:32][C:31]([O:34][CH3:35])=[CH:30][C:29]=1[O:36][CH3:37] |f:1.2.3|. Procedure details: To a stirred solution of malononitrile (0.40 g, 6.1 mmol) in dimethylformamide (DMF) (5 mL) was added potassium carbonate (1.68 g, 12.2 mmol, 2 eq.). The mixture was stirred at room temperature for 15 minutes, and 4-ethoxyphenyl isothiocyanate (1.07 g, 6.1 mmol) was added. After stirring for an additional 30 minutes, 2-bromo-2′,4′-dimethoxy-acetophenone (1.57 g, 6.1 mmol, 1 eq.) was added, and the mixture stirred at room temperature overnight. The solvent was removed under reduced pressure, and ... The reactants are CS(=O)(=O)Cl, CCN(C(C)C)C(C)C, ClCCl, [K+], [K+], O=C([O-])[O-], CCOC(=O)c1cnc2ccc(CO)cn12, OCC(F)(F)F. Product: CCOC(=O)c1cnc2ccc(COCC(F)(F)F)cn12. RXN SMILES: [CH3:26][S:27](=[O:28])(=[O:29])[Cl:30].[CH:17]([N:18]([CH2:19][CH3:20])[CH:21]([CH3:22])[CH3:23])([CH3:24])[CH3:25].[Cl:43][CH2:44][Cl:45].[K+:31].[K+:32].[O-:33][C:34]([O-:35])=[O:36].[OH:1][CH2:2][c:3]1[cH:4][cH:5][c:6]2[n:7]([cH:8]1)[c:9]([C:12](=[O:13])[O:14][CH2:15][CH3:16])[cH:10][n:11]2.[OH:37][CH2:38][C:39]([F:40])([F:41])[F:42]>>[O:1]([CH2:2][c:3]1[cH:4][cH:5][c:6]2[n:7]([cH:8]1)[c:9]([C:12](=[O:13])[O:14][CH2:15][CH3:16])[cH:10][n:11]2)[CH2:38][C:39]([F:40])([F:41])[F:42]. The reactants are C1CCOC1, Cc1ccc2c(-c3ccnc(Cl)n3)c(-c3cccc(NC(=O)C(F)(F)F)c3)nn2c1, [Li+], [OH-], O. Product: Cc1ccc2c(-c3ccnc(Cl)n3)c(-c3cccc(N)c3)nn2c1. RXN SMILES: [CH2:34]1[O:35][CH2:36][CH2:37][CH2:38]1.[Cl:1][c:2]1[n:3][cH:4][cH:5][c:6](-[c:8]2[c:9](-[c:18]3[cH:19][c:20]([NH:24][C:25](=[O:26])[C:27]([F:28])([F:29])[F:30])[cH:21][cH:22][cH:23]3)[n:10][n:11]3[c:12]2[cH:13][cH:14][c:15]([CH3:17])[cH:16]3)[n:7]1.[Li+:32].[OH-:31].[OH2:33]>>[Cl:1][c:2]1[n:3][cH:4][cH:5][c:6](-[c:8]2[c:9](-[c:18]3[cH:19][c:20]([NH2:24])[cH:21][cH:22][cH:23]3)[n:10][n:11]3[c:12]2[cH:13][cH:14][c:15]([CH3:17])[cH:16]3)[n:7]1. Run in Cl (hydrochloric acid), C(C)(=O)O (acetic acid), C(C)(=O)O (acetic acid), O (water), C([O-])([O-])=O.[K+].[K+] (potassium carbonate). Reported procedure: N,N-Dimethyl-2-furanmethanamine (125 mg) was dissolved in glacial acetic acid (1 ml) and paraformaldehyde (30 mg) added. A solution of N-(2-mercaptoethyl)-N'-methyl-2-nitro-1,1-ethenediamine (354 mg) in concentrated hydrochloric acid (1 ml) and glacial acetic acid (1 ml) was added dropwise and the mixture left to stand at room temperature for 5 days. The solution was diluted with water (30 ml), saturated with potassium carbonate and extracted with ethyl acetate. The combined extracts were purifi... Starting materials: SCCNC(=C[N+](=O)[O-])NC (N-(2-mercaptoethyl)-N'-methyl-2-nitro-1,1-ethenediamine), CN(CC=1OC=CC1)C (N,N-Dimethyl-2-furanmethanamine), C=O (paraformaldehyde). Run at time 5 day. As a reaction SMILES: [CH3:1][N:2]([CH3:9])[CH2:3][C:4]1[O:5][CH:6]=[CH:7][CH:8]=1.[CH2:10]=O.[SH:12][CH2:13][CH2:14][NH:15][C:16]([NH:21][CH3:22])=[CH:17][N+:18]([O-:20])=[O:19]>C(O)(=O)C.Cl.O.C(=O)([O-])[O-].[K+].[K+]>[CH3:1][N:2]([CH2:3][C:4]1[O:5][C:6]([CH2:10][S:12][CH2:13][CH2:14][NH:15][C:16]([NH:21][CH3:22])=[CH:17][N+:18]([O-:20])=[O:19])=[CH:7][CH:8]=1)[CH3:9] |f:6.7.8|. Product: CN(C)CC1=CC=C(O1)CSCCNC(=C[N+](=O)[O-])NC (N-[2-[[[5-(Dimethylamino)methyl-2-furanyl]methyl]thio]ethyl]-N'-methyl-2-nitro-1,1-ethenediamine), Example 15.